This data is from the Open Reaction Database (ORD), a public repository of structured organic reaction records. The task is: describe an organic reaction: reactants, conditions, products, and yield The reactants are [Al+3], O=C1CCc2cccc3c2N1CC3, [Cl-], [Cl-], [Cl-], O=C(Cl)CCCCCl, ClCCCl. Yields the product O=C(CCCCCl)c1cc2c3c(c1)CCN3C(=O)CC2. Reaction SMILES: [Al+3:2].[CH2:5]1[CH2:6][N:7]2[C:8](=[O:17])[CH2:9][CH2:10][c:11]3[cH:12][cH:13][cH:14][c:15]1[c:16]32.[Cl-:1].[Cl-:3].[Cl-:4].[Cl:18][CH2:19][CH2:20][CH2:21][CH2:22][C:23](=[O:24])[Cl:25].[Cl:26][CH2:27][CH2:28][Cl:29]>>[CH2:5]1[CH2:6][N:7]2[C:8](=[O:17])[CH2:9][CH2:10][c:11]3[cH:12][c:13]([C:23]([CH2:22][CH2:21][CH2:20][CH2:19][Cl:18])=[O:24])[cH:14][c:15]1[c:16]32. Reactants: O=C(OCc1ccccc1)N1CC(O)CC1Cc1c[nH]c2cc(F)ccc12, CC(=O)OC(C)=O, CN(C)c1ccncc1, ClCCl. The product is CC(=O)OC1CC(Cc2c[nH]c3cc(F)ccc23)N(C(=O)OCc2ccccc2)C1. As a reaction SMILES: [CH2:1]([c:2]1[cH:3][cH:4][cH:5][cH:6][cH:7]1)[O:8][C:9](=[O:10])[N:11]1[CH:12]([CH2:17][c:18]2[cH:19][nH:20][c:21]3[cH:22][c:23]([F:27])[cH:24][cH:25][c:26]23)[CH2:13][CH:14]([OH:16])[CH2:15]1.[CH3:28][C:29](=[O:30])[O:31][C:32](=[O:33])[CH3:34].[CH3:35][N:36]([c:37]1[cH:38][cH:39][n:40][cH:41][cH:42]1)[CH3:43].[Cl:44][CH2:45][Cl:46]>>[CH2:1]([c:2]1[cH:3][cH:4][cH:5][cH:6][cH:7]1)[O:8][C:9](=[O:10])[N:11]1[CH:12]([CH2:17][c:18]2[cH:19][nH:20][c:21]3[cH:22][c:23]([F:27])[cH:24][cH:25][c:26]23)[CH2:13][CH:14]([O:16][C:29]([CH3:28])=[O:30])[CH2:15]1. The reactants are CC#N, CO, O=C[O-], COC(=O)c1cc2c([N+](=O)[O-])cccc2[nH]1, [NH4+]. Product: COC(=O)c1cc2c(N)cccc2[nH]1. RXN SMILES: [CH3:21][C:22]#[N:23].[CH3:24][OH:25].[CH:1]([O-:2])=[O:3].[N+:5]([O-:6])(=[O:7])[c:8]1[c:9]2[cH:10][c:11]([C:17](=[O:18])[O:19][CH3:20])[nH:12][c:13]2[cH:14][cH:15][cH:16]1.[NH4+:4]>>[NH2:5][c:8]1[c:9]2[cH:10][c:11]([C:17](=[O:18])[O:19][CH3:20])[nH:12][c:13]2[cH:14][cH:15][cH:16]1. Reactants: N#Cc1ccc(F)c(Br)c1, CO, COC(OC)OC, O=CO, O. Product: COC(OC)c1ccc(F)c(Br)c1. Reaction SMILES: [Br:1][c:2]1[cH:3][c:4]([C:5]#[N:6])[cH:7][cH:8][c:9]1[F:10].[CH3:11][OH:12].[CH3:13][O:14][CH:15]([O:16][CH3:17])[O:18][CH3:19].[CH:21]([OH:22])=[O:23].[OH2:20]>>[Br:1][c:2]1[cH:3][c:4]([CH:15]([O:14][CH3:13])[O:16][CH3:17])[cH:7][cH:8][c:9]1[F:10]. The reactants are 127.4g, [Br-].[K+] (potassium bromide), 108g, C(C1=CC=CC=C1)O (benzylalcohol), 200g, ClCC(=O)O (chloroacetic acid), 154.7g, S(O)(O)(=O)=O (sulfuric acid). Run in C1(=CC=CC=C1)C (toluene), O (water). Yields the product 214g, BrCC(=O)OCC1=CC=CC=C1 (benzyl bromoacetate). Yield: 93.4%. RXN SMILES: Cl[CH2:2][C:3]([OH:5])=[O:4].[Br-:6].[K+].S(=O)(=O)(O)O.[CH2:13](O)[C:14]1[CH:19]=[CH:18][CH:17]=[CH:16][CH:15]=1>C1(C)C=CC=CC=1.O>[Br:6][CH2:2][C:3]([O:5][CH2:13][C:14]1[CH:19]=[CH:18][CH:17]=[CH:16][CH:15]=1)=[O:4] |f:1.2|. Procedure details: 94.5g (1 mol) of chloroacetic acid, 154.7g (1.3 mol) of potassium bromide, 127.4g (1.3 mol) of c.-sulfuric acid, 75 ml of water, 200g of toluene and 108g (1 mol) of benzylalcohol were used and treated in a similar way as described in Example 3. 214g (93.4% of theory) of benzyl bromoacetate were obtained. Bp. = 145° C/ 4 mmHg. 176.5g (99.7%) of potassium hydrogen sulfate was isolated. Reactants: C(=O)CC1C(CCCC1)(C=1C=NC=CC1)C(SCC1=CC=C(C=C1)OC)=NC (2-formylmethyl-1-((N-methylimino)-(4-methoxybenzylthio)methyl)-1-(pyrid-3-yl)cyclohexane), CC([O-])C.[Al+3].CC([O-])C.CC([O-])C (aluminium isopropoxide). The solvent is C(C)(C)O (isopropanol). Product: OCCC1C(CCCC1)(C=1C=NC=CC1)C(SCC1=CC=C(C=C1)OC)=NC (2-(2-hydroxyethyl)-1-((N-methylimino)-(4-methoxybenzylthio)methyl)-1-(pyrid-3-yl)cyclohexane). Isolated yield 49.8%. As a reaction SMILES: [CH:1]([CH2:3][CH:4]1[CH2:9][CH2:8][CH2:7][CH2:6][C:5]1([C:16](=[N:27][CH3:28])[S:17][CH2:18][C:19]1[CH:24]=[CH:23][C:22]([O:25][CH3:26])=[CH:21][CH:20]=1)[C:10]1[CH:11]=[N:12][CH:13]=[CH:14][CH:15]=1)=[O:2].CC(C)[O-].[Al+3].CC(C)[O-].CC(C)[O-]>C(O)(C)C>[OH:2][CH2:1][CH2:3][CH:4]1[CH2:9][CH2:8][CH2:7][CH2:6][C:5]1([C:16](=[N:27][CH3:28])[S:17][CH2:18][C:19]1[CH:24]=[CH:23][C:22]([O:25][CH3:26])=[CH:21][CH:20]=1)[C:10]1[CH:11]=[N:12][CH:13]=[CH:14][CH:15]=1 |f:1.2.3.4|. Procedure: A mixture of 2-formylmethyl-1-((N-methylimino)-(4-methoxybenzylthio)methyl)-1-(pyrid-3-yl)cyclohexane (1 g, 2.52 mmol) and aluminium isopropoxide (1.03 g, 5.04 mmol) in dry isopropanol (50 ml) were heated at reflux under a McIntyre head under argon for 5 hr. After cooling, the solution was concentrated in vacuo and the residue treated with dichloromethane (50 ml) and Rochelle salt solution (20 ml). The layers were filtered and separated, and the organic layer washed with water, dried (MgSO4) and... The reactants are FC=1C=CC(=NC1)C (5-Fluoro-2-picoline), OO (hydrogen peroxide), ice water, C(C)(=O)OO (peracetic acid), C([O-])([O-])=O.[K+].[K+] (potassium carbonate). Run in C(C)(=O)O (acetic acid). Reaction conditions: temperature 50 celsius, time 4 hour. Yields the product FC1=CC=C([N+](=C1)[O-])C (5-Fluoro-2-picoline-N-oxide). The yield is 22.0%. Reaction SMILES: [F:1][C:2]1[CH:3]=[CH:4][C:5]([CH3:8])=[N:6][CH:7]=1.C(OO)(=[O:11])C.OO.C(=O)([O-])[O-].[K+].[K+]>C(O)(=O)C>[F:1][C:2]1[CH:7]=[N+:6]([O-:11])[C:5]([CH3:8])=[CH:4][CH:3]=1 |f:3.4.5|. Reported procedure: To the solution of 5-fluoro-2-picoline obtained in Step 4, at 0° C., was added, with vigorous stirring, a cold solution of 40% peracetic acid (prepared by carefully adding 50 mL of 30% hydrogen peroxide solution to 150 mL of glacial acetic acid). The reaction mixture was heated at reflux temperature (50° C.) for 4 days and then poured into 600 mL of ice water. The aqueous mixture was adjusted to pH 9 by the addition of potassium carbonate and then was stirred at ambient temperature for 4 hours. ... Reactants: CN(CCN(C)C)C (N,N,N′,N′-tetramethylethylenediamine), solution, C(C)(CC)[Li] (sec-butyllithium), C(=O)=O.CC(=O)C (dry ice acetone), Cl (hydrochloric acid), ClC(C(Cl)(Cl)Cl)(Cl)Cl (hexachloroethane), ClC1=CC(=C(C=C1)C)F (4-chloro-2-fluoro-1-methylbenzene). Solvent: O1CCCC1 (tetrahydrofuran), CCCCCC.C1CCCCC1 (hexane cyclohexane), O1CCCC1 (tetrahydrofuran), O1CCCC1 (tetrahydrofuran). Conditions: temperature -78 celsius, time 20 minute. The product is ClC1=C(C(=C(C=C1)C)F)Cl (1,2-dichloro-3-fluoro-4-methylbenzene). The yield is 84.0%. As a reaction SMILES: CN(C)CCN(C)C.C([Li])(CC)C.C(=O)=O.CC(C)=O.[Cl:21][C:22]1[CH:27]=[CH:26][C:25]([CH3:28])=[C:24]([F:29])[CH:23]=1.[Cl:30]C(Cl)(Cl)C(Cl)(Cl)Cl.Cl>O1CCCC1.CCCCCC.C1CCCCC1>[Cl:21][C:22]1[CH:27]=[CH:26][C:25]([CH3:28])=[C:24]([F:29])[C:23]=1[Cl:30] |f:2.3,8.9|. Procedure: Under an argon atmosphere, to a solution (75 mL) of N,N,N′,N′-tetramethylethylenediamine (16.15 g) in dry tetrahydrofuran was added a solution (139 mL) of 1 mol/L-sec-butyllithium in hexane/cyclohexane under cooling (dry ice-acetone bath) at not higher than −60° C., and the mixture was stirred at the same temperature for 20 min. The mixture was further cooled to −78° C., and a solution (50 mL) of 4-chloro-2-fluoro-1-methylbenzene (18.26 g) in dry tetrahydrofuran was added thereto. After the reac... Reactants: [Sn](Cl)Cl (tin(II) chloride), 2-fluoro-4-methoxyphenylhydrazone, Cl (hydrochloric acid), NN (hydrazine), CCOC(=O)C1CCCCC1=O (ethyl 2-cyclohexanonecarboxylate), FC1=C(C=CC(=C1)OC)N1NC=2CCCCC2C1=O (2-(2-fluoro-4-methoxyphenyl)-4,5,6,7-tetrahydro-1H-indazol-3-one), N(=O)[O-].[Na+] (sodium nitrite), substituted phenylhydrazine. Run in C(C)(=O)O (acetic acid), P(=O)(Cl)(Cl)Cl (phosphorus oxychloride). The product is diazonium salt, FC1=C(N)C=CC(=C1)OC (2-fluoro-4-methoxyaniline), ClC=1N(N=C2CCCCC12)C1=C(C=C(C=C1)OC)F (3-chloro-2-(2-fluoro-4-methoxyphenyl)-4,5,6,7-tetrahydroindazole). RXN SMILES: N([O-])=O.[Na+].[ClH:5].[Sn](Cl)Cl.NN.CCOC(C1C(=O)CCCC1)=O.[F:23][C:24]1[CH:29]=[C:28]([O:30][CH3:31])[CH:27]=[CH:26][C:25]=1[N:32]1[C:40](=O)[C:39]2[CH2:38][CH2:37][CH2:36][CH2:35][C:34]=2[NH:33]1>P(Cl)(Cl)(Cl)=O.C(O)(=O)C>[F:23][C:24]1[CH:29]=[C:28]([O:30][CH3:31])[CH:27]=[CH:26][C:25]=1[NH2:32].[Cl:5][C:40]1[N:32]([C:25]2[CH:26]=[CH:27][C:28]([O:30][CH3:31])=[CH:29][C:24]=2[F:23])[N:33]=[C:34]2[C:39]=1[CH2:38][CH2:37][CH2:36][CH2:35]2 |f:0.1|. Procedure: The diazonium salt of 2-fluoro-4-methoxyaniline was prepared using sodium nitrite and hydrochloric acid and was then reduced in situ with tin(II) chloride to prepare the correspondingly substituted phenylhydrazine (XIX). Reaction of this hydrazine with ethyl 2-cyclohexanonecarboxylate and subsequent heating of the product in the presence of acetic acid produced a mixture of 2-(2-fluoro-4-methoxyphenyl)-4,5,6,7-tetrahydro-1H-indazol-3-one (XX) and the 2-fluoro-4-methoxyphenylhydrazone of 2-cycloh... The reactants are c1(ccccn1)CC(O)=O, C1[C@H](C[C@H](C1)Cc1sc(nn1)N)c1sc(nn1)N. The reagents and catalysts are C1=CC=NC=C1 (Pyridine), c1ccc(cc1)-c2c3ccccc3cc4ccccc24 (9-Phenylanthracene), CCCP1(=O)OP(=O)(OP(=O)(O1)CCC)CCC (T3P). Run in CN(C)C=O  (DMF). Run at temperature 25 celsius, time 18 hour. The product is O=C(Cc1ccccn1)Nc2nnc(C[C@H]3CC[C@H](C3)c4nnc(NC(=O)Cc5ccccn5)s4)s2. RXN SMILES: [NH2:1][c:2]1[s:18][c:5]([CH2:6][C@@H:7]2[CH2:11][C@H:10]([c:12]3[s:17][c:15]([NH2:16])[n:14][n:13]3)[CH2:9][CH2:8]2)[n:4][n:3]1.[OH:19][C:20]([CH2:22][c:23]1[n:28][cH:27][cH:26][cH:25][cH:24]1)=[O:21]>>[O:21]=[C:20]([NH:1][c:2]1[s:18][c:5]([CH2:6][C@@H:7]2[CH2:11][C@H:10]([c:12]3[s:17][c:15]([NH:16]C(Cc4ncccc4)=[O:19])[n:14][n:13]3)[CH2:9][CH2:8]2)[n:4][n:3]1)[CH2:22][c:23]5[n:28][cH:27][cH:26][cH:25][cH:24]5.